This data is from the Open Reaction Database (ORD), a public repository of structured organic reaction records. The task is: describe an organic reaction: reactants, conditions, products, and yield The reactants are IC1=CC=CC=C1 (iodobenzene), CC=1N=COC1C(=O)C1=C(C=CC=C1)C(C#C)C ((4-Methyl-oxazol-5-yl)-[2-(1-methyl-prop-2-ynyl)-phenyl]-methanone), CCCCCC (hexane), CCOC(=O)C (EtOAc). Reagents/catalysts: Cl[Pd]([P](C1=CC=CC=C1)(C2=CC=CC=C2)C3=CC=CC=C3)([P](C4=CC=CC=C4)(C5=CC=CC=C5)C6=CC=CC=C6)Cl (PdCl2(PPh3)2), [Cu]I (CuI). Solvent: CCN(CC)CC (Et3N), CCOCC (Et2O). The product is CC=1N=COC1C(=O)C1=C(C=CC=C1)C(C#CC1=CC=CC=C1)C ((4-Methyl-oxazol-5-yl)-[2-(1-methyl-3-phenyl-prop-2-ynyl)-phenyl]-methanone). Isolated yield 83.5%. As a reaction SMILES: [CH3:1][C:2]1[N:3]=[CH:4][O:5][C:6]=1[C:7]([C:9]1[CH:14]=[CH:13][CH:12]=[CH:11][C:10]=1[CH:15]([CH3:18])[C:16]#[CH:17])=[O:8].I[C:20]1[CH:25]=[CH:24][CH:23]=[CH:22][CH:21]=1.CCCCCC.CCOC(C)=O>CCN(CC)CC.CCOCC.Cl[Pd](Cl)([P](C1C=CC=CC=1)(C1C=CC=CC=1)C1C=CC=CC=1)[P](C1C=CC=CC=1)(C1C=CC=CC=1)C1C=CC=CC=1.[Cu]I>[CH3:1][C:2]1[N:3]=[CH:4][O:5][C:6]=1[C:7]([C:9]1[CH:14]=[CH:13][CH:12]=[CH:11][C:10]=1[CH:15]([CH3:18])[C:16]#[C:17][C:20]1[CH:25]=[CH:24][CH:23]=[CH:22][CH:21]=1)=[O:8] |^1:52,71|. Reported procedure: A solution of 40.0 mg (0.167 mmol, 1.0 eq) of alkyne 11b in 750 μL of dry Et3N was stirred in a 5 mL round bottom flask at room temperature under argon. To this solution was then added 23 μL (0.20 mmol, 1.2 eq) of iodobenzene. The resulting solution was sparged with argon for 5 minutes, at which time 6.0 mg (0.008 mmol, 0.05 eq) of PdCl2(PPh3)2 and 1.5 mg (0.008 mmol, 0.05 eq) of CuI were added and the reaction was stirred at room temperature until complete by TLC (1:1 hexane:EtOAc, Rf=0.42). Up... The reactants are N#CC1CC(F)CN1C(=O)CNC12CCC(C(=O)O)(CC1)CC2, Nc1nnc(N2CCOCC2)o1. Yields the product N#CC1CC(F)CN1C(=O)CNC12CCC(C(=O)Nc3nnc(N4CCOCC4)o3)(CC1)CC2. RXN SMILES: [C:1](=[O:2])([OH:3])[C:4]12[CH2:5][CH2:6][C:7]([NH:12][CH2:13][C:14](=[O:15])[N:16]3[CH:17]([C:22]#[N:23])[CH2:18][CH:19]([F:21])[CH2:20]3)([CH2:8][CH2:9]1)[CH2:10][CH2:11]2.[NH2:24][c:25]1[o:26][c:27]([N:30]2[CH2:31][CH2:32][O:33][CH2:34][CH2:35]2)[n:28][n:29]1>>[C:1](=[O:3])([C:4]12[CH2:5][CH2:6][C:7]([NH:12][CH2:13][C:14](=[O:15])[N:16]3[CH:17]([C:22]#[N:23])[CH2:18][CH:19]([F:21])[CH2:20]3)([CH2:8][CH2:9]1)[CH2:10][CH2:11]2)[NH:24][c:25]1[o:26][c:27]([N:30]2[CH2:31][CH2:32][O:33][CH2:34][CH2:35]2)[n:28][n:29]1.